The task is: describe an organic reaction: reactants, conditions, products, and yield. This data is from the Open Reaction Database (ORD), a public repository of structured organic reaction records. Reactants: CCCC[N+](CCCC)(CCCC)CCCC, C1CCOC1, COC(=O)Nc1cc(C(=O)c2cccnc2)cc(-c2cccc3c2ccn3[Si](C(C)C)(C(C)C)C(C)C)c1, CCOC(C)=O, [F-], O. The product is COC(=O)Nc1cc(C(=O)c2cccnc2)cc(-c2cccc3[nH]ccc23)c1. Reaction SMILES: [CH2:40]([N+:41]([CH2:42][CH2:43][CH2:44][CH3:45])([CH2:46][CH2:47][CH2:48][CH3:49])[CH2:50][CH2:51][CH2:52][CH3:53])[CH2:54][CH2:55][CH3:56].[CH2:64]1[O:65][CH2:66][CH2:67][CH2:68]1.[CH3:1][O:2][C:3]([NH:4][c:5]1[cH:6][c:7]([C:30](=[O:31])[c:32]2[cH:33][n:34][cH:35][cH:36][cH:37]2)[cH:8][c:9](-[c:11]2[c:12]3[cH:13][cH:14][n:15]([Si:20]([CH:21]([CH3:22])[CH3:23])([CH:24]([CH3:25])[CH3:26])[CH:27]([CH3:28])[CH3:29])[c:16]3[cH:17][cH:18][cH:19]2)[cH:10]1)=[O:38].[CH3:58][CH2:59][O:60][C:61](=[O:62])[CH3:63].[F-:39].[OH2:57]>>[CH3:1][O:2][C:3]([NH:4][c:5]1[cH:6][c:7]([C:30](=[O:31])[c:32]2[cH:33][n:34][cH:35][cH:36][cH:37]2)[cH:8][c:9](-[c:11]2[c:12]3[cH:13][cH:14][nH:15][c:16]3[cH:17][cH:18][cH:19]2)[cH:10]1)=[O:38]. Reactants: resultant product, C1C(C)O1 (propylene oxide), resultant solution, [OH-].[K+] (Potassium hydroxide), triol, N1C(CCC1C(=O)[O-])=O.[Na+] (sodium 2-pyrrolidone-5-carboxylate). Solvent: O (water). Yields the product polyacrylic acid, C(=O)(O)CNC(C=C)=O (N-carboxy methyl acrylamide). Isolated yield 292.6%. As a reaction SMILES: [OH-].[K+].C1OC1C.[NH:7]1[CH:11]([C:12]([O-:14])=[O:13])[CH2:10][CH2:9][C:8]1=[O:15].[Na+]>O>[C:12]([CH2:11][NH:7][C:8](=[O:15])[CH:9]=[CH2:10])([OH:14])=[O:13] |f:0.1,3.4|. Procedure details: 100 g of 25 wt % polyacrylic acid aqueous solution and 2.5 g of N-carboxy methyl acrylamide were polymerized at 60° C. for 3 hours for partial crosslinking. Potassium hydroxide was added to neutralize the pH value to 7.0 and 40 g of T-P400(polymer of triol and propylene oxide, Union Carbide Co., U.S.A.) and 1 g of sodium 2-pyrrolidone-5-carboxylate were added. Deionized water was then added to the resultant product to adjust the solid content thereof to 35 wt %. The viscosity of the resultant so... RXN SMILES: [CH3:1][C:2]1([CH3:3])[C:4]([CH3:5])([CH3:6])[O:7][B:8]([c:9]2[c:10]([OH:15])[cH:11][cH:12][cH:13][cH:14]2)[O:16]1.[CH3:43][C:44]#[N:45].[Cl:17][c:18]1[n:19][cH:20][cH:21][c:22]([N:24]2[CH2:25][CH2:26][N:27]([C:30](=[O:31])[O:32][CH2:33][CH:34]([CH3:35])[CH3:36])[CH2:28][CH2:29]2)[cH:23]1.[K+:37].[K+:38].[O-:39][C:40]([O-:41])=[O:42].[OH2:123].[cH:46]1[cH:47][cH:48][c:49]([P:50]([Pd:51]([P:52]([c:53]2[cH:54][cH:55][cH:56][cH:57][cH:58]2)([c:59]2[cH:60][cH:61][cH:62][cH:63][cH:64]2)[c:65]2[cH:66][cH:67][cH:68][cH:69][cH:70]2)([P:71]([c:72]2[cH:73][cH:74][cH:75][cH:76][cH:77]2)([c:78]2[cH:79][cH:80][cH:81][cH:82][cH:83]2)[c:84]2[cH:85][cH:86][cH:87][cH:88][cH:89]2)[P:90]([c:91]2[cH:92][cH:93][cH:94][cH:95][cH:96]2)([c:97]2[cH:98][cH:99][cH:100][cH:101][cH:102]2)[c:103]2[cH:104][cH:105][cH:106][cH:107][cH:108]2)([c:109]2[cH:110][cH:111][cH:112][cH:113][cH:114]2)[c:115]2[cH:116][cH:117][cH:118][cH:119][cH:120]2)[cH:121][cH:122]1>>[c:9]1(-[c:18]2[n:19][cH:20][cH:21][c:22]([N:24]3[CH2:25][CH2:26][N:27]([C:30](=[O:31])[O:32][CH2:33][CH:34]([CH3:35])[CH3:36])[CH2:28][CH2:29]3)[cH:23]2)[c:10]([OH:15])[cH:11][cH:12][cH:13][cH:14]1. Starting materials: CC1(C)OB(c2ccccc2O)OC1(C)C, CC#N, CC(C)COC(=O)N1CCN(c2ccnc(Cl)c2)CC1, [K+], [K+], O=C([O-])[O-], O, c1ccc(P(c2ccccc2)(c2ccccc2)[Pd](P(c2ccccc2)(c2ccccc2)c2ccccc2)(P(c2ccccc2)(c2ccccc2)c2ccccc2)P(c2ccccc2)(c2ccccc2)c2ccccc2)cc1. Yields the product CC(C)COC(=O)N1CCN(c2ccnc(-c3ccccc3O)c2)CC1. The reactants are CCN(C(C)C)C(C)C, ClCCl, COc1c(F)cc(C(=O)Cl)cc1F, Nc1ccccc1S, c1ccc2c(c1)NCS2. The product is COc1c(F)cc(C(=O)N2CSc3ccccc32)cc1F. As a reaction SMILES: [CH:18]([N:19]([CH:20]([CH3:21])[CH3:22])[CH2:23][CH3:24])([CH3:25])[CH3:26].[Cl:40][CH2:41][Cl:42].[F:27][c:28]1[cH:29][c:30]([C:31](=[O:32])[Cl:33])[cH:34][c:35]([F:39])[c:36]1[O:37][CH3:38].[NH2:10][c:11]1[cH:12][cH:13][cH:14][cH:15][c:16]1[SH:17].[S:1]1[CH2:2][NH:3][c:4]2[c:5]1[cH:6][cH:7][cH:8][cH:9]2>>[S:1]1[CH2:2][N:3]([C:31]([c:30]2[cH:29][c:28]([F:27])[c:36]([O:37][CH3:38])[c:35]([F:39])[cH:34]2)=[O:32])[c:4]2[c:5]1[cH:6][cH:7][cH:8][cH:9]2. Reactants: ClC1=CC=C(C=C1)C=1OC(=C(N1)CN1CCC(CC1)C(=O)O)C (1-((2-(4-chlorophenyl)-5-methyloxazol-4-yl)methyl)piperidine-4-carboxylic acid), N1(CCCCCC1)CCCN (3-(Azepan-1-yl)propan-1-amine), CCN(C(C)C)C(C)C (DIPEA), C(CCl)Cl (EDC). Solvent: CN(C)C=O (DMF). Run at time 8 hour. Product: N1(CCCCCC1)CCCNC(=O)C1CCN(CC1)CC=1N=C(OC1C)C1=CC=C(C=C1)Cl (N-(3-(azepan-1-yl)propyl)-1-((2-(4-chlorophenyl)-5-methyloxazol-4-yl)methyl)piperidine-4-carboxamide). The yield is 84.6%. As a reaction SMILES: [Cl:1][C:2]1[CH:7]=[CH:6][C:5]([C:8]2[O:9][C:10]([CH3:23])=[C:11]([CH2:13][N:14]3[CH2:19][CH2:18][CH:17]([C:20](O)=[O:21])[CH2:16][CH2:15]3)[N:12]=2)=[CH:4][CH:3]=1.[N:24]1([CH2:31][CH2:32][CH2:33][NH2:34])[CH2:30][CH2:29][CH2:28][CH2:27][CH2:26][CH2:25]1.CCN(C(C)C)C(C)C.C(Cl)CCl>CN(C=O)C>[N:24]1([CH2:31][CH2:32][CH2:33][NH:34][C:20]([CH:17]2[CH2:16][CH2:15][N:14]([CH2:13][C:11]3[N:12]=[C:8]([C:5]4[CH:4]=[CH:3][C:2]([Cl:1])=[CH:7][CH:6]=4)[O:9][C:10]=3[CH3:23])[CH2:19][CH2:18]2)=[O:21])[CH2:30][CH2:29][CH2:28][CH2:27][CH2:26][CH2:25]1. Procedure details: To a solution of 1-((2-(4-chlorophenyl)-5-methyloxazol-4-yl)methyl)piperidine-4-carboxylic acid (0.25 g, 0.75 mmole), 3-(Azepan-1-yl)propan-1-amine (0.33 g) and DIPEA (0.32 mL) in DMF (5 mL) was added EDC (0.153 g). The reaction solution was stirred at room temperature overnight. The solvent removed and EtOAc (100 mL) was added. The organic layer was washed with saturated sodium bicarbonate (50 mL), water (50 mL) and dried over anhydrous magnesium sulfate. After filtration, the residue after con... Yields the product COC(=O)C(CO)c1ccccc1. As a reaction SMILES: [C:1]([O-:2])(=[O:3])[OH:4].[CH3:23][S:24]([CH3:25])=[O:26].[Na+:5].[OH:17][C:18]([C:19](=[O:20])[OH:21])=[O:22].[c:6]1([CH2:12][C:13](=[O:14])[O:15][CH3:16])[cH:7][cH:8][cH:9][cH:10][cH:11]1>>[CH2:1]([OH:2])[CH:12]([c:6]1[cH:7][cH:8][cH:9][cH:10][cH:11]1)[C:13](=[O:14])[O:15][CH3:16]. The reactants are O=C([O-])O, CS(C)=O, [Na+], O=C(O)C(=O)O, COC(=O)Cc1ccccc1.